Dataset: the Open Reaction Database (ORD), a public repository of structured organic reaction records. Task: describe an organic reaction: reactants, conditions, products, and yield Starting materials: CSc1nnc(C#N)c(N2CCc3ccccc3CC2)n1, CNC. The product is CN(C)c1nnc(C#N)c(N2CCc3ccccc3CC2)n1. As a reaction SMILES: [CH3:1][S:2][c:3]1[n:4][n:5][c:6]([C:20]#[N:21])[c:7]([N:9]2[CH2:10][CH2:11][c:12]3[c:13]([cH:16][cH:17][cH:18][cH:19]3)[CH2:14][CH2:15]2)[n:8]1.[CH3:22][NH:23][CH3:24]>>[c:3]1([N:23]([CH3:22])[CH3:24])[n:4][n:5][c:6]([C:20]#[N:21])[c:7]([N:9]2[CH2:10][CH2:11][c:12]3[c:13]([cH:16][cH:17][cH:18][cH:19]3)[CH2:14][CH2:15]2)[n:8]1. Starting materials: ClC=1N=C(C2=C(N1)C=CC(=N2)C2=CC=C(C=C2)F)Cl (2,4-dichloro-6-(4-fluorophenyl)-pyrido[3,2-d]pyrimidine), COCCCN (3-methoxypropylamine). Solvent: O1CCOCC1 (dioxane). Conditions: time 1 hour. The product is ClC=1N=C(C2=C(N1)C=CC(=N2)C2=CC=C(C=C2)F)NCCCOC (2-chloro-4-(3-methoxypropylamino)-6-(4-fluorophenyl)pyrido[3,2-d]pyrimidine). Yield: 99.5%. RXN SMILES: [Cl:1][C:2]1[N:3]=[C:4](Cl)[C:5]2[N:11]=[C:10]([C:12]3[CH:17]=[CH:16][C:15]([F:18])=[CH:14][CH:13]=3)[CH:9]=[CH:8][C:6]=2[N:7]=1.[CH3:20][O:21][CH2:22][CH2:23][CH2:24][NH2:25]>O1CCOCC1>[Cl:1][C:2]1[N:3]=[C:4]([NH:25][CH2:24][CH2:23][CH2:22][O:21][CH3:20])[C:5]2[N:11]=[C:10]([C:12]3[CH:17]=[CH:16][C:15]([F:18])=[CH:14][CH:13]=3)[CH:9]=[CH:8][C:6]=2[N:7]=1. Procedure details: A mixture of 2,4-dichloro-6-(4-fluorophenyl)-pyrido[3,2-d]pyrimidine (60 mg, 0.2 mmol) and 3-methoxypropylamine (89 mg, 1.0 mmol) in dioxane (5 ml) was stirred at room temperature for 1 hour. After concentration under reduced pressure, the residue was purified by silica gel flash chromatography, the mobile phase being a mixture of methanol/dichloromethane in a volume ratio of 1:80, affording the pure title compound (69 mg, yield 99%) as a white solid which was characterised as follows: MS (m/z):... Starting materials: [OH-].[Li+] (Lithium hydroxide), OC1=CC=C(C=C1)[C@@H]([C@@H](C(=O)OC)C)\C=C/C (Methyl (2S,3R,4Z)-3-(4-hydroxyphenyl)-2-methyl-4-hexenoate), ClCC=1C=CC(=C(C1)C1=C(C=CC(=C1)OC)F)C(C)(C)C (5-(chloromethyl)-2-(1,1-dimethylethyl)-2′-fluoro-5′-(methyloxy)-1,1′-biphenyl), C([O-])([O-])=O.[Cs+].[Cs+] (cesium carbonate). Solvent: CS(=O)C (DMSO), CS(=O)C (DMSO). Run at time 16 hour. The product is CC(C)(C)C1=CC=C(C=C1C1=C(C=CC(=C1)OC)F)COC1=CC=C(C=C1)[C@@H]([C@@H](C(=O)O)C)\C=C/C ((2S,3R,4Z)-3-(4-(((6-(1,1-Dimethylethyl)-2′-fluoro-5′-(methyloxy)-1,1′-biphenyl-3-yl)methyl)oxy)phenyl)-2-methyl-4-hexenoic acid). Reaction SMILES: [OH:1][C:2]1[CH:7]=[CH:6][C:5]([C@H:8](/[CH:15]=[CH:16]\[CH3:17])[C@H:9]([CH3:14])[C:10]([O:12]C)=[O:11])=[CH:4][CH:3]=1.Cl[CH2:19][C:20]1[CH:21]=[CH:22][C:23]([C:35]([CH3:38])([CH3:37])[CH3:36])=[C:24]([C:26]2[CH:31]=[C:30]([O:32][CH3:33])[CH:29]=[CH:28][C:27]=2[F:34])[CH:25]=1.C(=O)([O-])[O-].[Cs+].[Cs+].[OH-].[Li+]>CS(C)=O>[CH3:38][C:35]([C:23]1[C:24]([C:26]2[CH:31]=[C:30]([O:32][CH3:33])[CH:29]=[CH:28][C:27]=2[F:34])=[CH:25][C:20]([CH2:19][O:1][C:2]2[CH:7]=[CH:6][C:5]([C@H:8](/[CH:15]=[CH:16]\[CH3:17])[C@H:9]([CH3:14])[C:10]([OH:12])=[O:11])=[CH:4][CH:3]=2)=[CH:21][CH:22]=1)([CH3:36])[CH3:37] |f:2.3.4,5.6|. Procedure: A reaction mixture of (2S,3R,Z)-methyl 3-(4-hydroxyphenyl)-2-methylhex-4-enoate 41.3 (34.0 mg, 145 μmol), 5-(chloromethyl)-2-(1,1-dimethylethyl)-2′-fluoro-5′-(methyloxy)-1,1′-biphenyl A (44.5 mg, 145 μmol) and cesium carbonate (94.5 mg, 290 μmol) in DMSO (1.0 mL) was stirred at room temperature for 16 hours. Lithium hydroxide (0.4 mL, 3.33M in water) and DMSO (1.5 mL) were added, and the resulting mixture was stirred at ambient temperature for 16 hours. The reaction mixture was purified by HPLC ... Product: O=C(Oc1cc(=O)[nH]cc1Cl)c1cccs1. RXN SMILES: [Cl:9][c:10]1[c:11]([OH:17])[cH:12][c:13](=[O:16])[nH:14][cH:15]1.[c:1]1([C:6](=[O:7])[Cl:8])[cH:2][cH:3][cH:4][s:5]1.[cH:18]1[cH:19][cH:20][n:21][cH:22][cH:23]1>>[c:1]1([C:6](=[O:7])[O:17][c:11]2[c:10]([Cl:9])[cH:15][nH:14][c:13](=[O:16])[cH:12]2)[cH:2][cH:3][cH:4][s:5]1. Starting materials: O=c1cc(O)c(Cl)c[nH]1, O=C(Cl)c1cccs1, c1ccncc1. Reactants: [BH4-], Fc1ccc(Br)cc1C(Cl)c1cc2ccccc2s1, CC#N, [Na+], [Na+], [OH-], O. The product is Fc1ccc(Br)cc1Cc1cc2ccccc2s1. RXN SMILES: [BH4-:23].[Br:4][c:5]1[cH:6][cH:7][c:8]([F:22])[c:9]([CH:11]([c:12]2[s:13][c:14]3[c:15]([cH:16]2)[cH:17][cH:18][cH:19][cH:20]3)[Cl:21])[cH:10]1.[CH3:1][C:2]#[N:3].[Na+:24].[Na+:26].[OH-:25].[OH2:27]>>[Br:4][c:5]1[cH:6][cH:7][c:8]([F:22])[c:9]([CH2:11][c:12]2[s:13][c:14]3[c:15]([cH:16]2)[cH:17][cH:18][cH:19][cH:20]3)[cH:10]1.